This data is from the Open Reaction Database (ORD), a public repository of structured organic reaction records. The task is: describe an organic reaction: reactants, conditions, products, and yield Reactants: [Si](C)(C)(C(C)(C)C)OC1=CC=C(C=C1)S(=O)(=O)C1=CC2=C(OC([C@@]3([C@H]2O3)C)(C)C)C=C1 ((3S,4S)-6-(4-tert-Butyldimethylsilyloxyphenyl)sulphonyl-3,4-dihydro-3,4-epoxy-2,2,3-trimethyl-2H-benzo[b]pyran), OC=1N=NC(=CC1)O (3,6-dihydroxypyridazine), N1=CC=CC=C1 (pyridine). The solvent is C(C)O (ethanol). Yields the product O[C@]1([C@@H](C2=C(OC1(C)C)C=CC(=C2)S(=O)(=O)C2=CC=C(C=C2)O)OC2=CC=C(N=N2)O)C ((3S,4R)-3,4-dihydro-3-hydroxy-6-(4-hydroxyphenyl)sulphonyl-4-(3-hydroxypyridazin-6-yl)oxy-2,2,3-trimethyl-2H-benzo[b]pyran). The yield is 44.5%. RXN SMILES: [Si]([O:8][C:9]1[CH:14]=[CH:13][C:12]([S:15]([C:18]2[CH:31]=[CH:30][C:21]3[O:22][C:23]([CH3:29])([CH3:28])[C@@:24]4([CH3:27])[O:26][C@H:25]4[C:20]=3[CH:19]=2)(=[O:17])=[O:16])=[CH:11][CH:10]=1)(C(C)(C)C)(C)C.[OH:32][C:33]1[N:34]=[N:35][C:36]([OH:39])=[CH:37][CH:38]=1.N1C=CC=CC=1>C(O)C>[OH:26][C@:24]1([CH3:27])[C:23]([CH3:28])([CH3:29])[O:22][C:21]2[CH:30]=[CH:31][C:18]([S:15]([C:12]3[CH:11]=[CH:10][C:9]([OH:8])=[CH:14][CH:13]=3)(=[O:17])=[O:16])=[CH:19][C:20]=2[C@H:25]1[O:39][C:36]1[N:35]=[N:34][C:33]([OH:32])=[CH:38][CH:37]=1. Reported procedure: (3S,4S)-6-(4-tert-Butyldimethylsilyloxyphenyl)sulphonyl-3,4-dihydro-3,4-epoxy-2,2,3-trimethyl-2H-benzo[b]pyran (0.35 g) (see Preparation 14) and 3,6-dihydroxypyridazine (0.273 g) were suspended in absolute ethanol (3 ml), dry pyridine (0.065 ml) was added and the mixture was heated under reflux for 4 days. The solvent was then removed under reduced pressure and the residue chromatographed on silica with 1:99 methanol: ethyl acetate as the eluent to yield (3S,4R)-3,4-dihydro-3-hydroxy-6-(4-hydrox... Starting materials: C(C)OC1=C(OC2=NC=C(C(=O)N)C=C2)C=CC(=C1)C=O (6-(2-Ethoxy-4-formyl-phenoxy)-nicotinamide), C(CC1=CC=CC=C1)N (phenethylamine). Yields the product C(C)OC1=C(OC2=NC=C(C(=O)N)C=C2)C=CC(=C1)CNCCC1=CC=CC=C1 (6-[2-Ethoxy-4-(phenethylamino-methyl)-phenoxy]nicotinamide). Yield: 99.0%. Reaction SMILES: [CH2:1]([O:3][C:4]1[CH:19]=[C:18]([CH:20]=O)[CH:17]=[CH:16][C:5]=1[O:6][C:7]1[CH:15]=[CH:14][C:10]([C:11]([NH2:13])=[O:12])=[CH:9][N:8]=1)[CH3:2].[CH2:22]([NH2:30])[CH2:23][C:24]1[CH:29]=[CH:28][CH:27]=[CH:26][CH:25]=1>>[CH2:1]([O:3][C:4]1[CH:19]=[C:18]([CH2:20][NH:30][CH2:22][CH2:23][C:24]2[CH:29]=[CH:28][CH:27]=[CH:26][CH:25]=2)[CH:17]=[CH:16][C:5]=1[O:6][C:7]1[CH:15]=[CH:14][C:10]([C:11]([NH2:13])=[O:12])=[CH:9][N:8]=1)[CH3:2]. Procedure details: The compound of example 224 step 1 was reductively aminated with phenethylamine using procedures similarly to those previously described to afford the title compound in 99% yield. Starting materials: C([O-])([O-])=O.[Na+].[Na+] (sodium carbonate), BrC1=C2/C(/C(NC2=CC=C1OC)=O)=C/C=1NC=C(C1C)C(=O)N1CCOCC1 (4-bromo-5-methoxy-3-[1-[3-methyl-4-(morpholine-4-carbonyl)-1H-pyrrol-2-yl)-meth-(Z)-ylidene]-1,3-dihydro-indol-2-one), C1(=CC=CC=C1)B(O)O (phenylboronic acid). Reagents/catalysts: [Pd] (Palladium). Solvent: COCCOC.O (DME water). Run at temperature 85 celsius, time 8 hour. Yields the product COC=1C(=C2/C(/C(NC2=CC1)=O)=C/C=1NC=C(C1C)C(=O)N1CCOCC1)C1=CC=CC=C1 (5-methoxy-3-[1-[3-methyl 4 (morpholine-4-carbonyl)-1H-pyrrol-2-yl]-meth-(Z)-ylidene]-4-phenyl-1,3-dihydro-indol-2-one). Isolated yield 9.5%. RXN SMILES: Br[C:2]1[C:10]([O:11][CH3:12])=[CH:9][CH:8]=[C:7]2[C:3]=1/[C:4](=[CH:14]/[C:15]1[NH:16][CH:17]=[C:18]([C:21]([N:23]3[CH2:28][CH2:27][O:26][CH2:25][CH2:24]3)=[O:22])[C:19]=1[CH3:20])/[C:5](=[O:13])[NH:6]2.[C:29]1(B(O)O)[CH:34]=[CH:33][CH:32]=[CH:31][CH:30]=1.C(=O)([O-])[O-].[Na+].[Na+]>COCCOC.O.[Pd]>[CH3:12][O:11][C:10]1[C:2]([C:29]2[CH:34]=[CH:33][CH:32]=[CH:31][CH:30]=2)=[C:3]2[C:7](=[CH:8][CH:9]=1)[NH:6][C:5](=[O:13])/[C:4]/2=[CH:14]\[C:15]1[NH:16][CH:17]=[C:18]([C:21]([N:23]2[CH2:28][CH2:27][O:26][CH2:25][CH2:24]2)=[O:22])[C:19]=1[CH3:20] |f:2.3.4,5.6|. Procedure details: To a mixture of 4-bromo-5-methoxy-3-[1-[3-methyl-4-(morpholine-4-carbonyl)-1H-pyrrol-2-yl)-meth-(Z)-ylidene]-1,3-dihydro-indol-2-one (223 mg, 0.5 mmol) and phenylboronic acid (73 mg, 0.6 mmol) in DME/water (5 mL) were added Palladium catalyst Pd(PPh3)2Cl2 (10.5 mg) and sodium carbonate (106 mg, 1 mmol). The system was degassed and then charged with nitrogen. The degas procedure was repeated for three times. The mixture was stirred under nitrogen at 85° C. oil bath for overnight. TLC showed some ... Reactants: COC(C(C)(OC1=CC(=CC=C1)C1CNCCC1)C)=O (2-Methyl-2-(3-piperidin-3-yl-phenoxy)-propionic acid methyl ester), C([C@H](O)[C@@H](O)C(=O)O)(=O)O (L-(+)-tartaric acid). The solvent is C1CCOC1 (THF). Product: C(=O)(O)C(O)C(O)C(=O)O.COC(C(C)(OC1=CC(=CC=C1)C1CNCCC1)C)=O (2-methyl-2-(3-piperidin-3-yl-phenoxy)-propionic acid methyl ester tartrate salt). The yield is 96.4%. RXN SMILES: [CH3:1][O:2][C:3](=[O:20])[C:4]([CH3:19])([O:6][C:7]1[CH:12]=[CH:11][CH:10]=[C:9]([CH:13]2[CH2:18][CH2:17][CH2:16][NH:15][CH2:14]2)[CH:8]=1)[CH3:5].[C:21]([OH:30])(=[O:29])[C@@H:22]([C@H:24]([C:26]([OH:28])=[O:27])[OH:25])[OH:23]>C1COCC1>[C:26]([CH:24]([CH:22]([C:21]([OH:30])=[O:29])[OH:23])[OH:25])([OH:28])=[O:27].[CH3:1][O:2][C:3](=[O:20])[C:4]([CH3:5])([O:6][C:7]1[CH:12]=[CH:11][CH:10]=[C:9]([CH:13]2[CH2:18][CH2:17][CH2:16][NH:15][CH2:14]2)[CH:8]=1)[CH3:19] |f:3.4|. Procedure details: 2-Methyl-2-(3-piperidin-3-yl-phenoxy)-propionic acid methyl ester (4.80 g, 17.31 mmol) was dissolved in THF (80 mL) and followed by the addition of L-(+)-tartaric acid (2.86 g, 19.04 mmol). The resulting mixture was refluxed under nitrogen for 3 h. While the mixture was still hot, the solid was collected by vacuum-filtration, rinsed with THF, and further dried to afford 7.13 g (96%) of 2-methyl-2-(3-piperidin-3-yl-phenoxy)-propionic acid methyl ester tartrate salt as a white solid: 1H NMR (DMSO-... The reactants are CN1CCOCC1, CC(C)COC(=O)Cl, O=C(O)C1CCCN1C(=O)OCc1ccc(F)cc1, CC(C)C(N)CO. Yields the product CC(C)C(CO)NC(=O)C1CCCN1C(=O)OCc1ccc(F)cc1. As a reaction SMILES: [CH3:28][N:29]1[CH2:30][CH2:31][O:32][CH2:33][CH2:34]1.[Cl:20][C:21]([O:22][CH2:23][CH:24]([CH3:25])[CH3:26])=[O:27].[F:1][c:2]1[cH:3][cH:4][c:5]([CH2:6][O:7][C:8](=[O:9])[N:10]2[CH:11]([C:12](=[O:13])[OH:14])[CH2:15][CH2:16][CH2:17]2)[cH:18][cH:19]1.[NH2:35][CH:36]([CH:37]([CH3:38])[CH3:39])[CH2:40][OH:41]>>[F:1][c:2]1[cH:3][cH:4][c:5]([CH2:6][O:7][C:8](=[O:9])[N:10]2[CH:11]([C:12](=[O:14])[NH:35][CH:36]([CH:37]([CH3:38])[CH3:39])[CH2:40][OH:41])[CH2:15][CH2:16][CH2:17]2)[cH:18][cH:19]1.